From a dataset of the Open Reaction Database (ORD), a public repository of structured organic reaction records. describe an organic reaction: reactants, conditions, products, and yield Starting materials: ClCCl, CN=C=O, Oc1cnc2ccccc2c1. The product is CNC(=O)Oc1cnc2ccccc2c1. As a reaction SMILES: [CH2:16]([Cl:17])[Cl:18].[CH3:1][N:2]=[C:3]=[O:4].[OH:5][c:6]1[cH:7][n:8][c:9]2[cH:10][cH:11][cH:12][cH:13][c:14]2[cH:15]1>>[CH3:1][NH:2][C:3](=[O:4])[O:5][c:6]1[cH:7][n:8][c:9]2[cH:10][cH:11][cH:12][cH:13][c:14]2[cH:15]1. The reactants are Cc1nccc2[nH]c(=O)c(C#N)cc12, [NH4+], [OH-], O, O=S(=O)(O)O. The product is Cc1nccc2[nH]c(=O)ccc12. As a reaction SMILES: [CH3:1][c:2]1[c:3]2[cH:4][c:5]([C:13]#[N:14])[c:6](=[O:12])[nH:7][c:8]2[cH:9][cH:10][n:11]1.[NH4+:20].[OH-:21].[OH2:22].[S:15](=[O:16])(=[O:17])([OH:18])[OH:19]>>[CH3:1][c:2]1[c:3]2[cH:4][cH:5][c:6](=[O:12])[nH:7][c:8]2[cH:9][cH:10][n:11]1. The solvent is CN(C=O)C (dimethylformamide), CN(C=O)C (dimethylformamide). The reactants are N[C@@H](CC(N)=O)C(=O)N[C@@H](CC1=CC=CC=C1)C(=O)NNC(=O)OC(C)(C)C (H-Asn-Phe-NH-NH-BOC), C1=CC=C(C=C1)COC(=O)N[C@@H](CC(=O)N)C(=O)OC2=CC=C(C=C2)[N+](=O)[O-] (Z-Asn-ONP). The product is N([C@@H](CC(N)=O)C(=O)N[C@@H](CC(N)=O)C(=O)N[C@@H](CC1=CC=CC=C1)C(=O)NNC(=O)OC(C)(C)C)C(=O)OCC1=CC=CC=C1 (Z-Asn-Asn-Phe-NH-NH-BOC). Run at time 8 hour. RXN SMILES: [NH2:1][C@H:2]([C:7]([NH:9][C@H:10]([C:18]([NH:20][NH:21][C:22]([O:24][C:25]([CH3:28])([CH3:27])[CH3:26])=[O:23])=[O:19])[CH2:11][C:12]1[CH:17]=[CH:16][CH:15]=[CH:14][CH:13]=1)=[O:8])[CH2:3][C:4](=[O:6])[NH2:5].[CH:29]1[CH:34]=[CH:33][C:32]([CH2:35][O:36][C:37]([NH:39][C@H:40]([C:45](OC2C=CC([N+]([O-])=O)=CC=2)=[O:46])[CH2:41][C:42]([NH2:44])=[O:43])=[O:38])=[CH:31][CH:30]=1>CN(C)C=O>[NH:39]([C:37]([O:36][CH2:35][C:32]1[CH:33]=[CH:34][CH:29]=[CH:30][CH:31]=1)=[O:38])[C@H:40]([C:45]([NH:1][C@H:2]([C:7]([NH:9][C@H:10]([C:18]([NH:20][NH:21][C:22]([O:24][C:25]([CH3:28])([CH3:27])[CH3:26])=[O:23])=[O:19])[CH2:11][C:12]1[CH:13]=[CH:14][CH:15]=[CH:16][CH:17]=1)=[O:8])[CH2:3][C:4](=[O:6])[NH2:5])=[O:46])[CH2:41][C:42](=[O:43])[NH2:44]. Procedure details: 20.93 g of H-Asn-Phe-NH-NH-BOC are dissolved in 45 ml of dimethylformamide with warming, mixed with 22.7 g of Z-Asn-ONP at room temperature, and stirred until the mixture solidifies. After standing overnight, the solid mass is dissolved in 160 ml of dimethylformamide with warming, precipitated by adding dropwise to 1 liter of ether, and the product is filtered off and washed with acetone until free of nitrophenol. Rf = 0.24 in chloroform-methanol (8:2).